This data is from the Open Reaction Database (ORD), a public repository of structured organic reaction records. The task is: describe an organic reaction: reactants, conditions, products, and yield Starting materials: FC1=C(NC=2C(=CN(C(C2)=O)C)C(=O)O)C=CC(=C1)I (4-(2-Fluoro-4-iodoanilino)-1-methyl-6-oxo-1,6-dihydro-3-pyridinecarboxylic acid), N1=CC=CC=C1 (pyridine), FC(C(=O)OC1=C(C(=C(C(=C1F)F)F)F)F)(F)F (pentafluorophenyl trifluoroacetate). Run in CCOC(=O)C (EtOAc), CC(=O)N(C)C (DMA), CC(=O)N(C)C (DMA). Conditions: time 2 hour. Product: FC1=C(NC=2C(=CN(C(C2)=O)C)C(=O)OC2=C(C(=C(C(=C2F)F)F)F)F)C=CC(=C1)I (2,3,4,5,6-Pentafluorophenyl 4-(2-fluoro-4-iodoanilino)-1-methyl-6-oxo-1,6-dihydro-3-pyridinecarboxylate). As a reaction SMILES: [F:1][C:2]1[CH:19]=[C:18]([I:20])[CH:17]=[CH:16][C:3]=1[NH:4][C:5]1[C:6]([C:13]([OH:15])=[O:14])=[CH:7][N:8]([CH3:12])[C:9](=[O:11])[CH:10]=1.N1C=CC=CC=1.FC(F)(F)C(O[C:32]1[C:37]([F:38])=[C:36]([F:39])[C:35]([F:40])=[C:34]([F:41])[C:33]=1[F:42])=O>CC(N(C)C)=O.CCOC(C)=O>[F:1][C:2]1[CH:19]=[C:18]([I:20])[CH:17]=[CH:16][C:3]=1[NH:4][C:5]1[C:6]([C:13]([O:15][C:32]2[C:33]([F:42])=[C:34]([F:41])[C:35]([F:40])=[C:36]([F:39])[C:37]=2[F:38])=[O:14])=[CH:7][N:8]([CH3:12])[C:9](=[O:11])[CH:10]=1. Procedure details: 4-(2-Fluoro-4-iodoanilino)-1-methyl-6-oxo-1,6-dihydro-3-pyridinecarboxylic acid (894 mg, 2.30 mmol) and pyridine (909 mg, 11.5 mmol) were dissolved in DMA (15 mL). To this mixture was added pentafluorophenyl trifluoroacetate (3.22 g, 11.5 mmol) then the solution was allowed to stir at R.T. for 2 h. The DMA solution was diluted with EtOAc (150 mL), which was washed sequentially with 1 M HCl (2×100 mL), water (100 mL), sat. NaHCO3 (2×100 mL), and brine (100 mL). The EtOAc fraction was then dried (... Reported procedure: A mixture of 6-bromo-3-(tetrahydro-3-furanyl)-1H-indazole (Intermediate 9, 84 mg) N-ethyl-4-methyl-5-(4,4,5,5-tetramethyl-1,3,2-dioxaborolan-2-yl)benzamide (Intermediate, 10, 91 mg) aqueous sodium hydrogen carbonate (1M, 630 μL) and tetrakis(triphenylphosphine)palladium(0) (7 mg) in isopropanol (4 ml) in a sealed vial was stirred at 150° C. for 15 min in a microwave oven. The solvent was removed under vacuum and the residue was purified by chromatography on a silica column, eluting with a cycloh... As a reaction SMILES: Br[C:2]1[CH:10]=[C:9]2[C:5]([C:6]([CH:11]3[CH2:15][CH2:14][O:13][CH2:12]3)=[N:7][NH:8]2)=[CH:4][CH:3]=1.[CH2:16]([NH:18][C:19](=[O:36])[C:20]1[CH:25]=[C:24](B2OC(C)(C)C(C)(C)O2)[C:23]([CH3:35])=[CH:22][CH:21]=1)[CH3:17].C(=O)([O-])O.[Na+]>C(O)(C)C.C1C=CC([P]([Pd]([P](C2C=CC=CC=2)(C2C=CC=CC=2)C2C=CC=CC=2)([P](C2C=CC=CC=2)(C2C=CC=CC=2)C2C=CC=CC=2)[P](C2C=CC=CC=2)(C2C=CC=CC=2)C2C=CC=CC=2)(C2C=CC=CC=2)C2C=CC=CC=2)=CC=1>[CH2:16]([NH:18][C:19](=[O:36])[C:20]1[CH:25]=[CH:24][C:23]([CH3:35])=[C:22]([C:2]2[CH:10]=[C:9]3[C:5]([C:6]([CH:11]4[CH2:15][CH2:14][O:13][CH2:12]4)=[N:7][NH:8]3)=[CH:4][CH:3]=2)[CH:21]=1)[CH3:17] |f:2.3,^1:49,51,70,89|. The reagents and catalysts are C=1C=CC(=CC1)[P](C=2C=CC=CC2)(C=3C=CC=CC3)[Pd]([P](C=4C=CC=CC4)(C=5C=CC=CC5)C=6C=CC=CC6)([P](C=7C=CC=CC7)(C=8C=CC=CC8)C=9C=CC=CC9)[P](C=1C=CC=CC1)(C=1C=CC=CC1)C=1C=CC=CC1 (tetrakis(triphenylphosphine)palladium(0)). Starting materials: BrC1=CC=C2C(=NNC2=C1)C1COCC1 (6-bromo-3-(tetrahydro-3-furanyl)-1H-indazole), BrC1=CC=C2C(=NNC2=C1)C1COCC1 (6-bromo-3-(tetrahydro-3-furanyl)-1H-indazole), C(C)NC(C1=CC=C(C(=C1)B1OC(C(O1)(C)C)(C)C)C)=O (N-ethyl-4-methyl-5-(4,4,5,5-tetramethyl-1,3,2-dioxaborolan-2-yl)benzamide), C(O)([O-])=O.[Na+] (sodium hydrogen carbonate). Isolated yield 32.8%. Reaction conditions: temperature 150 celsius, time 15 minute. Product: C(C)NC(C1=CC(=C(C=C1)C)C1=CC=C2C(=NNC2=C1)C1COCC1)=O (N-Ethyl-4-methyl-3-[3-(tetrahydro-3-furanyl)-1H-indazol-6-yl]benzamide). Solvent: C(C)(C)O (isopropanol).